This data is from the Open Reaction Database (ORD), a public repository of structured organic reaction records. The task is: describe an organic reaction: reactants, conditions, products, and yield Reactants: CCOC(=O)C(C)(C)Oc1ccc(OCc2ccc(-c3ccc(C(F)(F)F)cc3)nc2C)cc1C, C1CCOC1, CCO, [Na+], [OH-]. Yields the product Cc1cc(OCc2ccc(-c3ccc(C(F)(F)F)cc3)nc2C)ccc1OC(C)(C)C(=O)O. RXN SMILES: [CH2:1]([CH3:2])[O:3][C:4]([C:5]([CH3:6])([O:7][c:8]1[c:9]([CH3:33])[cH:10][c:11]([O:14][CH2:15][c:16]2[c:17]([CH3:32])[n:18][c:19](-[c:22]3[cH:23][cH:24][c:25]([C:28]([F:29])([F:30])[F:31])[cH:26][cH:27]3)[cH:20][cH:21]2)[cH:12][cH:13]1)[CH3:34])=[O:35].[CH2:38]1[O:39][CH2:40][CH2:41][CH2:42]1.[CH3:43][CH2:44][OH:45].[Na+:37].[OH-:36]>>[O:3]=[C:4]([C:5]([CH3:6])([O:7][c:8]1[c:9]([CH3:33])[cH:10][c:11]([O:14][CH2:15][c:16]2[c:17]([CH3:32])[n:18][c:19](-[c:22]3[cH:23][cH:24][c:25]([C:28]([F:29])([F:30])[F:31])[cH:26][cH:27]3)[cH:20][cH:21]2)[cH:12][cH:13]1)[CH3:34])[OH:35]. Starting materials: COC=1C=C2C(=CNC2=CC1)C=1CCNCC1 (5-methoxy-3-(1,2,3,6-tetrahydropyridin-4-yl)-1H-indole), O1[C@@H](C1)COC1=C2C=CNC2=CC=C1 ((S)-(+)-4-(oxiranylmethoxy)-1H-indole). Run in CO.CS(=O)C (methanol dimethylsulfoxide). Product: COC=1C=C2C(=CNC2=CC1)C=1CCN(CC1)C[C@@H](COC1=C2C=CNC2=CC=C1)O ((2S)-(+)-3-[4-(5-methoxy-3-indolyl)-1,2,3,6-tetrahydropyridin-1-yl]-1-(4-indolyloxy)-2-propanol). RXN SMILES: [CH3:1][O:2][C:3]1[CH:4]=[C:5]2[C:9](=[CH:10][CH:11]=1)[NH:8][CH:7]=[C:6]2[C:12]1[CH2:13][CH2:14][NH:15][CH2:16][CH:17]=1.[O:18]1[CH2:20][C@H:19]1[CH2:21][O:22][C:23]1[CH:31]=[CH:30][CH:29]=[C:28]2[C:24]=1[CH:25]=[CH:26][NH:27]2>CO.CS(C)=O>[CH3:1][O:2][C:3]1[CH:4]=[C:5]2[C:9](=[CH:10][CH:11]=1)[NH:8][CH:7]=[C:6]2[C:12]1[CH2:13][CH2:14][N:15]([CH2:20][C@H:19]([OH:18])[CH2:21][O:22][C:23]2[CH:31]=[CH:30][CH:29]=[C:28]3[C:24]=2[CH:25]=[CH:26][NH:27]3)[CH2:16][CH:17]=1 |f:2.3|. Procedure: The title compound was prepared in a fashion similar to that described in Example 193 from 5-methoxy-3-(1,2,3,6-tetrahydropyridin-4-yl)-1H-indole (0.70 g, 3.1 mmol) and (S)-(+)-4-(oxiranylmethoxy)-1H-indole (0.58 g, 3.1 mmol). The product was isolated as a yellow foam. Yield 245 mg (19%). mp 105°-110° C. FDMS m/e=417 (M+ of free base). α[D]589 =+7.52 (c=1.01, methanol/dimethylsulfoxide). RXN SMILES: [F:1][C:2]1[CH:17]=[CH:16][CH:15]=[C:14]([F:18])[C:3]=1[CH2:4][N:5]1[CH:9]=[C:8]([C:10]([O:12]C)=[O:11])[N:7]=[N:6]1.[OH-].[Na+].Cl>O>[F:18][C:14]1[CH:15]=[CH:16][CH:17]=[C:2]([F:1])[C:3]=1[CH2:4][N:5]1[CH:9]=[C:8]([C:10]([OH:12])=[O:11])[N:7]=[N:6]1 |f:1.2|. Solvent: O (water). Product: FC1=C(CN2N=NC(=C2)C(=O)O)C(=CC=C1)F (1-(2,6-difluorobenzyl)-1H-1,2,3-triazole-4-carboxylic acid). Reactants: FC1=C(CN2N=NC(=C2)C(=O)OC)C(=CC=C1)F (Methyl 1-(2,6-difluorobenzyl)-1H-1,2,3-triazole-4-carboxylate), Cl (hydrochloric acid), [OH-].[Na+] (sodium hydroxide), Cl (Hydrochloric acid). Reported procedure: A mixture of Methyl 1-(2,6-difluorobenzyl)-1H-1,2,3-triazole-4-carboxylate. (50 gms) and a solution of sodium hydroxide (11.76 gms in 100 ml water) were stirred at room temperature contents till it becomes clear. Hydrochloric acid (30 ml ) in DM water (70 ml) was charged to above reaction mass. Adjusted the PH of the reaction till 2-3 by adding the hydrochloric acid solution at 25-30° C. After the completion, reaction mass was filtered and dried the material at 65° C.-70° C. for 15 hours. Yield:...